From a dataset of the Open Reaction Database (ORD), a public repository of structured organic reaction records. describe an organic reaction: reactants, conditions, products, and yield Starting materials: CC(C)(C)OC(=O)N1CCC(=Cc2ccc(F)cc2)CC1, C, CO, [Pd]. Yields the product CC(C)(C)OC(=O)N1CCC(Cc2ccc(F)cc2)CC1. RXN SMILES: [C:1]([CH3:2])([CH3:3])([CH3:4])[O:5][C:6](=[O:7])[N:8]1[CH2:9][CH2:10][C:11](=[CH:14][c:15]2[cH:16][cH:17][c:18]([F:21])[cH:19][cH:20]2)[CH2:12][CH2:13]1.[C:24].[CH3:22][OH:23].[Pd:25]>>[C:1]([CH3:2])([CH3:3])([CH3:4])[O:5][C:6](=[O:7])[N:8]1[CH2:9][CH2:10][CH:11]([CH2:14][c:15]2[cH:16][cH:17][c:18]([F:21])[cH:19][cH:20]2)[CH2:12][CH2:13]1. Starting materials: CO, ClCCl, OCc1ccc2ncnc(N3CCCCC3)c2n1, O=[Mn]=O. Yields the product O=Cc1ccc2ncnc(N3CCCCC3)c2n1. RXN SMILES: [CH3:19][OH:20].[Cl:21][CH2:22][Cl:23].[N:1]1([c:7]2[c:8]3[c:9]([n:10][cH:11][n:12]2)[cH:13][cH:14][c:15]([CH2:17][OH:18])[n:16]3)[CH2:2][CH2:3][CH2:4][CH2:5][CH2:6]1.[O:24]=[Mn:25]=[O:26]>>[N:1]1([c:7]2[c:8]3[c:9]([n:10][cH:11][n:12]2)[cH:13][cH:14][c:15]([CH:17]=[O:18])[n:16]3)[CH2:2][CH2:3][CH2:4][CH2:5][CH2:6]1. The reactants are O (water), C([O-])([O-])=O.[K+].[K+] (potassium carbonate), BrCCCO (3-bromopropanol), BrC1=CC=C(C=C1)O (4-bromophenol). Run in CN(C)C=O (DMF). Run at temperature 100 celsius, time 20 hour. Product: BrC1=CC=C(OCCCO)C=C1 (3-(4-bromophenoxy)-1-propanol). The yield is 61.7%. RXN SMILES: [Br:1][C:2]1[CH:7]=[CH:6][C:5]([OH:8])=[CH:4][CH:3]=1.C(=O)([O-])[O-].[K+].[K+].Br[CH2:16][CH2:17][CH2:18][OH:19].O>CN(C=O)C>[Br:1][C:2]1[CH:7]=[CH:6][C:5]([O:8][CH2:16][CH2:17][CH2:18][OH:19])=[CH:4][CH:3]=1 |f:1.2.3|. Reported procedure: In DMF (150 ml) was dissolved 4-bromophenol (25 g). To the mixture was added potassium carbonate (30 g) and then was added dropwise 3-bromopropanol (26.1 g), and the mixture was stirred at 100° C. for 20 hours and cooled to room temperature. The reaction mixture was added to water, and the mixture was extracted with ethyl acetate, washed with saturated brine and dried with magnesium sulfate. Under reduced pressure, the solvent was evaporated, and the residue was purified with silica gel column c... Reactants: C(C)(C)(C)C1=CC=C(CN(C)CC=2C=C(C=CC2)C(C)(C(C)C)O)C=C1 (2-[3-{N-(4-tert-Butylbenzyl)-N-methylaminomethyl}phenyl]-3-methyl-2-butanol), P(=O)(Cl)(Cl)Cl (phosphorus oxychloride). Run in N1=CC=CC=C1 (pyridine). The product is C(C)(C)(C)C1=CC=C(CN(C)CC2=CC(=CC=C2)C(=C)C(C)C)C=C1 (N-(4-tert-Butylbenzyl)-N-methyl-[3-(1-isopropylvinyl)benzyl]amine). Isolated yield 64.9%. Reaction SMILES: [C:1]([C:5]1[CH:26]=[CH:25][C:8]([CH2:9][N:10]([CH2:12][C:13]2[CH:14]=[C:15]([C:19](O)([CH:21]([CH3:23])[CH3:22])[CH3:20])[CH:16]=[CH:17][CH:18]=2)[CH3:11])=[CH:7][CH:6]=1)([CH3:4])([CH3:3])[CH3:2].P(Cl)(Cl)(Cl)=O>N1C=CC=CC=1>[C:1]([C:5]1[CH:26]=[CH:25][C:8]([CH2:9][N:10]([CH2:12][C:13]2[CH:18]=[CH:17][CH:16]=[C:15]([C:19]([CH:21]([CH3:22])[CH3:23])=[CH2:20])[CH:14]=2)[CH3:11])=[CH:7][CH:6]=1)([CH3:3])([CH3:2])[CH3:4]. Reported procedure: Compound 89 (0.30 g; 8.73×10−1 mmol) was dissolved in pyridine (20 ml). While the solution was stirred at room temperature, phosphorus oxychloride (1.34 g; 8.73 mmol) was added dropwise. After completion of the addition, the mixture was stirred for 6 hours at 100° C., and left to cool to room temperature. The mixture was poured into ice+saturated aqueous sodium bicarbonate solution, and extracted with chloroform (100 ml). The organic layer was washed with saturated aqueous sodium bicarbonate sol...